This data is from the Open Reaction Database (ORD), a public repository of structured organic reaction records. The task is: describe an organic reaction: reactants, conditions, products, and yield Reactants: C(C1=CC=CC=C1)N1C(=NC=2N(C(NC(C12)=O)=O)COCC[Si](C)(C)C)OC1=CC(=CC=C1)OC(F)(F)F (7-benzyl-8-(3-(trifluoromethoxy)phenoxy)-3-((2-(trimethylsilyl)ethoxy)methyl)-1H-purine-2,6(3H,7H)-dione), Cl (HCl). Run in C(C)O (ethanol). Reaction conditions: temperature 80 celsius, time 16 hour. The product is C(C1=CC=CC=C1)N1C(=NC=2NC(NC(C12)=O)=O)OC1=CC(=CC=C1)OC(F)(F)F (7-benzyl-8-(3-(trifluoromethoxy)phenoxy)-1H-purine-2,6(3H,7H)-dione). Isolated yield 87.1%. Reaction SMILES: [CH2:1]([N:8]1[C:16]2[C:15](=[O:17])[NH:14][C:13](=[O:18])[N:12](COCC[Si](C)(C)C)[C:11]=2[N:10]=[C:9]1[O:27][C:28]1[CH:33]=[CH:32][CH:31]=[C:30]([O:34][C:35]([F:38])([F:37])[F:36])[CH:29]=1)[C:2]1[CH:7]=[CH:6][CH:5]=[CH:4][CH:3]=1.Cl>C(O)C>[CH2:1]([N:8]1[C:16]2[C:15](=[O:17])[NH:14][C:13](=[O:18])[NH:12][C:11]=2[N:10]=[C:9]1[O:27][C:28]1[CH:33]=[CH:32][CH:31]=[C:30]([O:34][C:35]([F:38])([F:36])[F:37])[CH:29]=1)[C:2]1[CH:7]=[CH:6][CH:5]=[CH:4][CH:3]=1. Reported procedure: To a solution of 7-benzyl-8-(3-(trifluoromethoxy)phenoxy)-3-((2-(trimethylsilyl)ethoxy)methyl)-1H-purine-2,6(3H,7H)-dione (0.59 g, 1.07 mmol) in ethanol (20 mL) was added concentrated HCl (2 mL). The reaction was stirred at 80° C. for 16 h. The reaction was concentrated and partitioned between ethyl acetate and saturated sodium bicarbonate. The organic phase was washed with brine, dried over sodium sulfate, and concentrated to give 7-benzyl-8-(3-(trifluoromethoxy)phenoxy)-1H-purine-2,6(3H,7H)-di... The reactants are [Y] (yttrium), C(C)(C)O (isopropanol), [Y] (yttrium). Reagents/catalysts: [Zn] (zinc), [Cl-].[Zn+2].[Cl-] (zinc chloride), [Cl-].[Cl-].[Zn+2] (ZnCl2), [Cl-].[Cl-].[Zn+2] (ZnCl2), [Zn] (zinc). Product: CC([O-])C.[Y+3].CC([O-])C.CC([O-])C (yttrium isopropoxide). The yield is 70.0%. Reaction SMILES: [Y:1].[CH:2]([OH:5])([CH3:4])[CH3:3]>[Cl-].[Cl-].[Zn+2].[Zn]>[CH3:3][CH:2]([CH3:4])[O-:5].[Y+3:1].[CH3:3][CH:2]([CH3:4])[O-:5].[CH3:3][CH:2]([CH3:4])[O-:5] |f:2.3.4,6.7.8.9|. Reported procedure: The same procedure described in Example 3 was utilized except that ZnCl2 was substituted for zinc metal but was not milled with the yttrium. The milled yttrium, without zinc metal or zinc chloride, was reacted with a solution of isopropanol (500 cc) and 3 grams of ZnCl2 over a 24 hour period. Work-up of the reaction mixture yielded 41.6 grams (a 70% yield) of yttrium isopropoxide. Starting materials: C1CCOC1, C[Si](C)(C)[N-][Si](C)(C)C, Cc1cc(=O)oc2ccc(C#N)cc12, O=Cc1ccc(Cl)cc1Cl, [Li+]. Product: N#Cc1ccc2oc(=O)cc(CC(O)c3ccc(Cl)cc3Cl)c2c1. As a reaction SMILES: [CH2:35]1[O:36][CH2:37][CH2:38][CH2:39]1.[CH3:16][Si:17]([N-:18][Si:19]([CH3:20])([CH3:21])[CH3:22])([CH3:23])[CH3:24].[CH3:1][c:2]1[cH:3][c:4](=[O:14])[o:5][c:6]2[cH:7][cH:8][c:9]([C:12]#[N:13])[cH:10][c:11]12.[Cl:25][c:26]1[c:27]([CH:28]=[O:29])[cH:30][cH:31][c:32]([Cl:34])[cH:33]1.[Li+:15]>>[CH2:1]([c:2]1[cH:3][c:4](=[O:14])[o:5][c:6]2[cH:7][cH:8][c:9]([C:12]#[N:13])[cH:10][c:11]12)[CH:28]([c:27]1[c:26]([Cl:25])[cH:33][c:32]([Cl:34])[cH:31][cH:30]1)[OH:29]. The reactants are COC(=O)C1=CC=C(C=C1)C1=CC(=C(C=C1)O[C@@H](CCCCCC)C)[N+](=O)[O-] ((R)-Methyl-3'-(nitro)-4'-(1-methylheptyloxy)-4-biphenylcarboxylate). The reagents and catalysts are [Pd] (Pd/C). Solvent: CO (methanol). Conditions: time 3 hour. The product is COC(=O)C1=CC=C(C=C1)C1=CC(=C(C=C1)O[C@@H](CCCCCC)C)N ((R)-Methyl-3'-(amino)-4'-(1-methylheptyloxy)-4-biphenylcarboxylate). Yield: 100.0%. Reaction SMILES: [CH3:1][O:2][C:3]([C:5]1[CH:10]=[CH:9][C:8]([C:11]2[CH:16]=[CH:15][C:14]([O:17][C@H:18]([CH3:25])[CH2:19][CH2:20][CH2:21][CH2:22][CH2:23][CH3:24])=[C:13]([N+:26]([O-])=O)[CH:12]=2)=[CH:7][CH:6]=1)=[O:4]>[Pd].CO>[CH3:1][O:2][C:3]([C:5]1[CH:10]=[CH:9][C:8]([C:11]2[CH:16]=[CH:15][C:14]([O:17][C@H:18]([CH3:25])[CH2:19][CH2:20][CH2:21][CH2:22][CH2:23][CH3:24])=[C:13]([NH2:26])[CH:12]=2)=[CH:7][CH:6]=1)=[O:4]. Procedure: A small scoop of 10% Pd/C catalyst was added to a solution of 41c in 15 ml methanol. The flask was evacuated and filled with hydrogen three time. The reaction mixture was stirred three hours under H2 balloon atmosphere and filtered through a pad of celite. Evaporation of solvent yielded 169 mg (100%) of a gray solid. The crude product was used without purification. The reactants are COC(=O)C(N)Cc1c[nH]c2ccccc12, CN1CCOCC1, CN(C)C1(c2ccccc2)CCC(=CC(=O)O)CC1, CN(C)C=O, C(=NC1CCCCC1)=NC1CCCCC1, Cl, Cl, On1nnc2ccccc21. Product: COC(=O)C(Cc1c[nH]c2ccccc12)NC(=O)C=C1CCC(c2ccccc2)(N(C)C)CC1. RXN SMILES: [CH3:12][O:13][C:14]([CH:15]([NH2:16])[CH2:17][c:18]1[cH:19][nH:20][c:21]2[cH:22][cH:23][cH:24][cH:25][c:26]12)=[O:27].[CH3:28][N:29]1[CH2:30][CH2:31][O:32][CH2:33][CH2:34]1.[CH3:36][N:37]([C:38]1([c:48]2[cH:49][cH:50][cH:51][cH:52][cH:53]2)[CH2:39][CH2:40][C:41](=[CH:44][C:45](=[O:46])[OH:47])[CH2:42][CH2:43]1)[CH3:54].[CH3:70][N:71]([CH3:72])[CH:73]=[O:74].[CH:55]1([N:56]=[C:57]=[N:58][CH:59]2[CH2:60][CH2:61][CH2:62][CH2:63][CH2:64]2)[CH2:65][CH2:66][CH2:67][CH2:68][CH2:69]1.[ClH:11].[ClH:35].[OH:1][n:2]1[c:3]2[cH:4][cH:5][cH:6][cH:7][c:8]2[n:9][n:10]1>>[CH3:12][O:13][C:14]([CH:15]([NH:16][C:45]([CH:44]=[C:41]1[CH2:40][CH2:39][C:38]([N:37]([CH3:36])[CH3:54])([c:48]2[cH:49][cH:50][cH:51][cH:52][cH:53]2)[CH2:43][CH2:42]1)=[O:46])[CH2:17][c:18]1[cH:19][nH:20][c:21]2[cH:22][cH:23][cH:24][cH:25][c:26]12)=[O:27]. Starting materials: [Br-], CCCC[N+](CCCC)(CCCC)CCCC, CC(=O)O, [K+], O=[Mn](=O)(=O)[O-], [Na+], [Na+], C=CCCC(c1cc2cc(Oc3ccccc3)ccc2nc1NC(C)=O)C1CCOCC1, [OH-], O, O=S([O-])O, c1ccccc1. Product: CC(=O)Nc1nc2ccc(Oc3ccccc3)cc2cc1C(CCC(=O)O)C1CCOCC1. RXN SMILES: [Br-:47].[CH3:48][CH2:49][CH2:50][CH2:51][N+:52]([CH2:53][CH2:54][CH2:55][CH3:56])([CH2:57][CH2:58][CH2:59][CH3:60])[CH2:61][CH2:62][CH2:63][CH3:64].[CH3:71][C:72](=[O:73])[OH:74].[K+:38].[Mn:33]([O-:34])(=[O:35])(=[O:36])=[O:37].[Na+:43].[Na+:45].[O:1]([c:2]1[cH:3][cH:4][cH:5][cH:6][cH:7]1)[c:8]1[cH:9][c:10]2[cH:11][c:12]([CH:22]([CH2:23][CH2:24][CH:25]=[CH2:26])[CH:27]3[CH2:28][CH2:29][O:30][CH2:31][CH2:32]3)[c:13]([NH:18][C:19]([CH3:20])=[O:21])[n:14][c:15]2[cH:16][cH:17]1.[OH-:44].[OH2:46].[S:39](=[O:40])([OH:41])[O-:42].[cH:65]1[cH:66][cH:67][cH:68][cH:69][cH:70]1>>[O:1]([c:2]1[cH:3][cH:4][cH:5][cH:6][cH:7]1)[c:8]1[cH:9][c:10]2[cH:11][c:12]([CH:22]([CH2:23][CH2:24][C:25](=[O:44])[OH:46])[CH:27]3[CH2:28][CH2:29][O:30][CH2:31][CH2:32]3)[c:13]([NH:18][C:19]([CH3:20])=[O:21])[n:14][c:15]2[cH:16][cH:17]1. Reactants: FC(C1=CC=C(C=O)C=C1)(F)F (4-Trifluoromethyl-benzaldehyde), [N+](=O)([O-])C (nitromethane). The product is [N+](=O)([O-])C=CC1=CC=C(C=C1)C(F)(F)F (1-(2-Nitro-vinyl)-4-trifluoromethyl-benzene). Isolated yield 98.0%. RXN SMILES: [F:1][C:2]([F:12])([F:11])[C:3]1[CH:10]=[CH:9][C:6]([CH:7]=O)=[CH:5][CH:4]=1.[N+:13]([CH3:16])([O-:15])=[O:14]>>[N+:13]([CH:16]=[CH:7][C:6]1[CH:9]=[CH:10][C:3]([C:2]([F:12])([F:11])[F:1])=[CH:4][CH:5]=1)([O-:15])=[O:14]. Reported procedure: In close analogy to the procedure described above, 4-Trifluoromethyl-benzaldehyde is reacted with nitromethane to provide the title compound.